This data is from the Open Reaction Database (ORD), a public repository of structured organic reaction records. The task is: describe an organic reaction: reactants, conditions, products, and yield Starting materials: CCCC[N+](CCCC)(CCCC)CCCC, ClCCl, [Ca+2], [O-]Cl, [O-]Cl, OC(c1ccc(Cl)nc1)C(F)(F)F, O, O=S(=O)([O-])O. Product: O=C(c1ccc(Cl)nc1)C(F)(F)F. Reaction SMILES: [CH2:25]([N+:26]([CH2:27][CH2:28][CH2:29][CH3:30])([CH2:31][CH2:32][CH2:33][CH3:34])[CH2:35][CH2:36][CH2:37][CH3:38])[CH2:39][CH2:40][CH3:41].[CH2:42]([Cl:43])[Cl:44].[Ca+2:17].[Cl:15][O-:16].[Cl:18][O-:19].[Cl:1][c:2]1[n:3][cH:4][c:5]([CH:8]([C:9]([F:10])([F:11])[F:12])[OH:13])[cH:6][cH:7]1.[OH2:14].[S:20]([O-:21])([OH:22])(=[O:23])=[O:24]>>[Cl:1][c:2]1[n:3][cH:4][c:5]([C:8]([C:9]([F:10])([F:11])[F:12])=[O:13])[cH:6][cH:7]1. The reactants are C([O-])([O-])=O.[K+].[K+] (potassium carbonate), CS(=O)(=O)C=1N=C(C2=C(N1)OC(=N2)C2=CC(=C(OCC(=O)OC(C)(C)C)C(=C2)C)C)CCC (tert-butyl [4-(5-methanesulfonyl-7-propyloxazolo[5,4-d]pyrimidin-2-yl)-2,6-dimethylphenoxy]acetate), FC1=C(C=C(C=C1)F)O (2,5-difluorophenol). The solvent is C(C)(=O)OCC (ethyl acetate), CN1CCCC1=O (NMP). Reaction conditions: temperature 110 celsius. Yields the product FC1=C(OC=2N=C(C3=C(N2)OC(=N3)C3=CC(=C(OCC(=O)OC(C)(C)C)C(=C3)C)C)CCC)C=C(C=C1)F (tert-Butyl {4-[5-(2,5-difluorophenoxy)-7-propyloxazolo[5,4-d]pyrimidin-2-yl]-2,6-dimethylphenoxy}acetate). Isolated yield 38.1%. Reaction SMILES: C(=O)([O-])[O-].[K+].[K+].CS([C:11]1[N:12]=[C:13]([CH2:37][CH2:38][CH3:39])[C:14]2[N:19]=[C:18]([C:20]3[CH:34]=[C:33]([CH3:35])[C:23]([O:24][CH2:25][C:26]([O:28][C:29]([CH3:32])([CH3:31])[CH3:30])=[O:27])=[C:22]([CH3:36])[CH:21]=3)[O:17][C:15]=2[N:16]=1)(=O)=O.[F:40][C:41]1[CH:46]=[CH:45][C:44]([F:47])=[CH:43][C:42]=1[OH:48]>CN1C(=O)CCC1.C(OCC)(=O)C>[F:40][C:41]1[CH:46]=[CH:45][C:44]([F:47])=[CH:43][C:42]=1[O:48][C:11]1[N:12]=[C:13]([CH2:37][CH2:38][CH3:39])[C:14]2[N:19]=[C:18]([C:20]3[CH:34]=[C:33]([CH3:35])[C:23]([O:24][CH2:25][C:26]([O:28][C:29]([CH3:32])([CH3:31])[CH3:30])=[O:27])=[C:22]([CH3:36])[CH:21]=3)[O:17][C:15]=2[N:16]=1 |f:0.1.2|. Procedure: 68 mg of potassium carbonate were added to a solution of 107 mg of tert-butyl [4-(5-methanesulfonyl-7-propyloxazolo[5,4-d]pyrimidin-2-yl)-2,6-dimethylphenoxy]acetate in 1.1 ml of NMP, and 32 mg of 2,5-difluorophenol were then added. The reaction mixture was heated in a microwave synthesizer to 110° C. for 5 min and then cooled and poured onto ice. The precipitated compound was taken up in ethyl acetate, washed with water until neutral, dried over sodium sulfate, filtered and concentrated. The cr... The reactants are NC=1C=C(C=CC1C(C)C)O (3-amino-4-isopropylphenol), ClC1=NC=C(C(=N1)Cl)F (2,4-dichloro-5-fluoropyrimidine). Product: OC=1C=CC(=C(C1)NC1=NC=C(C(=N1)NC1=C(C=CC(=C1)O)C(C)C)F)C(C)C (N2,N4-bis(5-hydroxy-2-isopropylphenyl)-5-fluoro-2,4-pyrimidinediamine). As a reaction SMILES: [NH2:1][C:2]1[CH:3]=[C:4]([OH:11])[CH:5]=[CH:6][C:7]=1[CH:8]([CH3:10])[CH3:9].Cl[C:13]1[N:18]=[C:17](Cl)[C:16]([F:20])=[CH:15][N:14]=1>>[OH:11][C:4]1[CH:5]=[CH:6][C:7]([CH:8]([CH3:9])[CH3:10])=[C:2]([NH:1][C:13]2[N:18]=[C:17]([NH:1][C:2]3[CH:3]=[C:4]([OH:11])[CH:5]=[CH:6][C:7]=3[CH:8]([CH3:10])[CH3:9])[C:16]([F:20])=[CH:15][N:14]=2)[CH:3]=1. Procedure: In like manner to the preparation of N2,N4-bis(3-hydroxyphenyl)-5-fluoro-2,4-pyrimidinediamine, 3-amino-4-isopropylphenol and 2,4-dichloro-5-fluoropyrimidine were reacted to produce N2,N4-bis(5-hydroxy-2-isopropylphenyl)-5-fluoro-2,4-pyrimidinediamine. 1H NMR (CDCl3): δ 7.93 (d, 1H, J=3.5 Hz), 7.79 (br s, 1H), 7.64 (br s, 1H), 7.13 (d, 1H, J=8.7 Hz), 7.06 (d, 1H, J=2.3 Hz), 7.05 (d, 1H, J=8.7 Hz), 6.89 (d, 1H, J=2.3 Hz), 6.66 (d, 1H, J=2.3 and 8.7 Hz), 6.57 (d, 1H, J=2.3 and 8.7 Hz), 2.96 (m, 2H... The reactants are C(C1=CC=CC=C1)N1CC(C(CC1)(C(=O)OCC)CC#N)=O (ethyl 1-benzyl-4-(cyanomethyl)-3-oxopiperidine-4-carboxylate), CO (MeOH). The reagents and catalysts are [Pt]=O (platinum oxide). The solvent is C(C)(=O)O (acetic acid). Reaction conditions: temperature 90 celsius, time 24 hour. Product: C(C1=CC=CC=C1)N1CC(C2(CCNC2=O)CC1)O (8-Benzyl-6-hydroxy-2,8-diazaspiro[4.5]decan-1-one). RXN SMILES: [CH2:1]([N:8]1[CH2:13][CH2:12][C:11]([CH2:19][C:20]#[N:21])([C:14](OCC)=[O:15])[C:10](=[O:22])[CH2:9]1)[C:2]1[CH:7]=[CH:6][CH:5]=[CH:4][CH:3]=1.CO>[Pt]=O.C(O)(=O)C>[CH2:1]([N:8]1[CH2:13][CH2:12][C:11]2([C:14](=[O:15])[NH:21][CH2:20][CH2:19]2)[CH:10]([OH:22])[CH2:9]1)[C:2]1[CH:7]=[CH:6][CH:5]=[CH:4][CH:3]=1. Reported procedure: To a flask charged with ethyl 1-benzyl-4-(cyanomethyl)-3-oxopiperidine-4-carboxylate (900 mg, 3.0 mmol) and a stir bar was added platinum oxide (100 mg, 0.44 mmol), MeOH (20 mL) and acetic acid (20 mL). The mixture was allowed to stir vigorously under an atmosphere of hydrogen for 24 hours. LC indicated complete reaction at that point. The catalyst was removed by filtration through a pad of CELITE®, and the filtrate was concentrated under reduced pressure. The residue was dissolved in EtOH (100 ... Reactants: II (Iodine), FC(C(=O)OC=1C(=C(C=CC1)I)OC(C(F)(F)F)=O)(F)F (bis(trifluoroacetoxy)iodobenzene), tri-boc, O=C(O)[C@@H](N)CC1=CC=C(O)C(O)=C1 (dopa), C(C)OC([C@@H](NC(=O)OC(C)(C)C)CC1=CC(=C(C=C1)OC(=O)OC(C)(C)C)OC(=O)OC(C)(C)C)=O (N-(tert-butoxycarbonyl)-3,4-di(tert-butoxycarbonyloxy)-L-phenylalanine ethyl ester). Solvent: ClCCl (dichloromethane). Conditions: time 40 minute. Yields the product iodo, C(C)OC([C@@H](NC(=O)OC(C)(C)C)CC1=CC(=C(C=C1I)OC(=O)OC(C)(C)C)OC(=O)OC(C)(C)C)=O (N-(tert-butoxycarbonyl)-3,4-di(tert-butoxycarbonyloxy)-6-iodo-L-phenylalanine ethyl ester). The yield is 77.0%. Reaction SMILES: II.FC(F)(F)C(OC1C(OC(=O)C(F)(F)F)=C([I:14])C=CC=1)=O.O=C([C@H](CC1C=C(O)C(O)=CC=1)N)O.[CH2:38]([O:40][C:41](=[O:74])[C@H:42]([CH2:51][C:52]1[CH:57]=[CH:56][C:55]([O:58][C:59]([O:61][C:62]([CH3:65])([CH3:64])[CH3:63])=[O:60])=[C:54]([O:66][C:67]([O:69][C:70]([CH3:73])([CH3:72])[CH3:71])=[O:68])[CH:53]=1)[NH:43][C:44]([O:46][C:47]([CH3:50])([CH3:49])[CH3:48])=[O:45])[CH3:39]>ClCCl>[CH2:38]([O:40][C:41](=[O:74])[C@H:42]([CH2:51][C:52]1[C:57]([I:14])=[CH:56][C:55]([O:58][C:59]([O:61][C:62]([CH3:63])([CH3:64])[CH3:65])=[O:60])=[C:54]([O:66][C:67]([O:69][C:70]([CH3:73])([CH3:72])[CH3:71])=[O:68])[CH:53]=1)[NH:43][C:44]([O:46][C:47]([CH3:48])([CH3:49])[CH3:50])=[O:45])[CH3:39]. Procedure details: Iodine (7.4 mmol) and bis(trifluoroacetoxy)iodobenzene (8.16 mmol) were added to a solution of the tri-boc protected dopa analog 14 (5.7 mmol) in anhydrous dichloromethane (60 mL) under argon. (t-Boc, or Boc, stands for (t)ert-(B)ut(O)xy(c)arbonyl.) The reaction mixture was stirred at room temperature for 40 min and then quenched with a saturated solution of sodium thiosulfate. The organic layer was washed with water (3×10 mL), dried with anhydrous sodium sulfate, filtered and evaporated in rota... The reactants are CS(=O)(=O)Cl, CN(C)c1ccccc1, CS(=O)(=O)Nc1ccc([N+](=O)[O-])cc1, Nc1ccc([N+](=O)[O-])cc1, [Na+], [Na+], O=S([O-])S(=O)[O-]. The product is CS(=O)(=O)Nc1ccc(N)cc1. RXN SMILES: [CH3:11][S:12](=[O:13])(=[O:14])[Cl:15].[CH3:16][N:17]([c:18]1[cH:19][cH:20][cH:21][cH:22][cH:23]1)[CH3:24].[CH3:25][S:26](=[O:27])(=[O:28])[NH:29][c:30]1[cH:31][cH:32][c:33]([N+:36]([O-:37])=[O:38])[cH:34][cH:35]1.[N+:1]([c:2]1[cH:3][cH:4][c:5]([NH2:6])[cH:7][cH:8]1)([O-:9])=[O:10].[Na+:45].[Na+:46].[S:39]([S:40]([O-:41])=[O:42])([O-:43])=[O:44]>>[CH3:25][S:26](=[O:27])(=[O:28])[NH:29][c:30]1[cH:31][cH:32][c:33]([NH2:36])[cH:34][cH:35]1. Starting materials: C1CNCCN1, CS(C)=O, COc1cc(Nc2nccc(-c3ncc(Cl)s3)n2)cc(OC)c1OC. Product: COc1cc(Nc2nccc(-c3ncc(N4CCNCC4)s3)n2)cc(OC)c1OC. RXN SMILES: [CH2:26]1[CH2:27][NH:28][CH2:29][CH2:30][NH:31]1.[CH3:32][S:33]([CH3:34])=[O:35].[Cl:1][c:2]1[cH:3][n:4][c:5](-[c:7]2[n:8][c:9]([NH:13][c:14]3[cH:15][c:16]([O:24][CH3:25])[c:17]([O:22][CH3:23])[c:18]([O:20][CH3:21])[cH:19]3)[n:10][cH:11][cH:12]2)[s:6]1>>[c:2]1([N:28]2[CH2:27][CH2:26][NH:31][CH2:30][CH2:29]2)[cH:3][n:4][c:5](-[c:7]2[n:8][c:9]([NH:13][c:14]3[cH:15][c:16]([O:24][CH3:25])[c:17]([O:22][CH3:23])[c:18]([O:20][CH3:21])[cH:19]3)[n:10][cH:11][cH:12]2)[s:6]1. Starting materials: O(C1=CC=CC=C1)C1=CC=C(C=O)C=C1 (4-Phenoxybenzaldehyde), C1(=CC=CC2=CC=CC=C12)[C@@H](C)N ((2R)-2-(1-naphthyl)eth-2-ylamine), C(#N)[BH3-].[Na+] (Sodium cyanoborohydride). The solvent is CO (methanol). Run at time 48 hour. The product is C1(=CC=CC2=CC=CC=C12)[C@@H](C)NCC1=CC=C(C=C1)OC1=CC=CC=C1 (N-((2R)-2-(1-Naphthyl)eth-2-yl)-N-(4-phenoxybenzyl)amine). The yield is 77.0%. RXN SMILES: [O:1]([C:8]1[CH:15]=[CH:14][C:11]([CH:12]=O)=[CH:10][CH:9]=1)[C:2]1[CH:7]=[CH:6][CH:5]=[CH:4][CH:3]=1.[C:16]1([C@H:26]([NH2:28])[CH3:27])[C:25]2[C:20](=[CH:21][CH:22]=[CH:23][CH:24]=2)[CH:19]=[CH:18][CH:17]=1.C([BH3-])#N.[Na+]>CO>[C:16]1([C@H:26]([NH:28][CH2:12][C:11]2[CH:14]=[CH:15][C:8]([O:1][C:2]3[CH:7]=[CH:6][CH:5]=[CH:4][CH:3]=3)=[CH:9][CH:10]=2)[CH3:27])[C:25]2[C:20](=[CH:21][CH:22]=[CH:23][CH:24]=2)[CH:19]=[CH:18][CH:17]=1 |f:2.3|. Procedure: 4-Phenoxybenzaldehyde (2.34 g, 11.8 mmol) and (2R)-2-(1-naphthyl)eth-2-ylamine (2.02 g, 11.8 mmol) were dissolved in methanol (39 mL) under a nitrogen at room temperature. Sodium cyanoborohydride (742 mg, 11.8 mmol) was added, and stirring was continued for 48 hours. The solvent was evaporated and the residue was suspended in ether, washed with brine, and dried over Na2SO4. The ether was evaporated, and the crude product was chromatographed on silica gel eluting with 3% methanol in methylene chl...